From a dataset of the Open Reaction Database (ORD), a public repository of structured organic reaction records. describe an organic reaction: reactants, conditions, products, and yield The reactants are O=C(O)C1c2ccccc2Oc2ccccc21, Nc1nccc(Cl)n1. Yields the product O=C(Nc1nccc(Cl)n1)C1c2ccccc2Oc2ccccc21. RXN SMILES: Nc1nccc(Cl)n1.O=C(O)C1c2ccccc2Oc2ccccc21.[B-](F)(F)(F)F.CN(C)C(=[N+](C)C)ON1C2=CC=CC=C2N=N1.CCN(C(C)C)C(C)C.CN(C)C=O>>O=C(Nc1nccc(Cl)n1)C1c2ccccc2Oc2ccccc21. Run in CN(C)C=O (DMF), CN(C)C=O (DMF), CN(C)C=O (DMF), CN(C)C=O (DMF), CN(C)C=O (DMF), CN(C)C=O (DMF). The yield is 13.8%. Reagents/catalysts: [B-](F)(F)(F)F.CN(C)C(=[N+](C)C)ON1C2=CC=CC=C2N=N1 (TBTU), CCN(C(C)C)C(C)C (DIPEA). Run at temperature 25 celsius, time 2 hour. Starting materials: C(=O)(C(F)(F)F)O.C(Cl)Cl (TFA DCM), COC1=CC=C(C(=O)NC(NC2=C(C3=C(COC(C3)(C)C)S2)C(=O)OC(C)(C)C)=S)C=C1 (tert-butyl 2-(3-(4-methoxybenzoyl)thioureido)-5,5-dimethyl-5,7-dihydro-4H-thieno[2,3-c]pyran-3-carboxylate). Reaction conditions: time 1 hour. Yields the product COC1=CC=C(C(=O)NC(NC2=C(C3=C(COC(C3)(C)C)S2)C(=O)O)=S)C=C1 (2-(3-(4-Methoxybenzoyl)thioureido)-5,5-dimethyl-5,7-dihydro-4H-thieno[2,3-c]pyran-3-carboxylic acid). Yield: 46.5%. As a reaction SMILES: C(O)(C(F)(F)F)=O.C(Cl)Cl.[CH3:11][O:12][C:13]1[CH:42]=[CH:41][C:16]([C:17]([NH:19][C:20](=[S:40])[NH:21][C:22]2[S:32][C:25]3[CH2:26][O:27][C:28]([CH3:31])([CH3:30])[CH2:29][C:24]=3[C:23]=2[C:33]([O:35]C(C)(C)C)=[O:34])=[O:18])=[CH:15][CH:14]=1>>[CH3:11][O:12][C:13]1[CH:42]=[CH:41][C:16]([C:17]([NH:19][C:20](=[S:40])[NH:21][C:22]2[S:32][C:25]3[CH2:26][O:27][C:28]([CH3:31])([CH3:30])[CH2:29][C:24]=3[C:23]=2[C:33]([OH:35])=[O:34])=[O:18])=[CH:15][CH:14]=1 |f:0.1|. Procedure details: A solution of 40% v/v TFA/DCM (2.5 mL total) was added to tert-butyl 2-(3-(4-methoxybenzoyl)thioureido)-5,5-dimethyl-5,7-dihydro-4H-thieno[2,3-c]pyran-3-carboxylate (34 mg, 0.071 mmol) and the mixture was stirred at room temperature for 1 h. The volatiles were removed at 30° C. and the material was purified by mass-directed reverse-phase chromatography. 2-(3-(4-Methoxybenzoyl)thioureido)-5,5-dimethyl-5,7-dihydro-4H-thieno[2,3-c]pyran-3-carboxylic acid (14 mg, 0.033 mmol, 46% yield) as a white so... The reactants are C1CCOC1, CO, CCOC(=O)C(CO)c1ccc(Nc2ncc(-c3ccc(OC(F)F)cc3)cn2)cc1, [Li+], [OH-], O, O. Product: O=C(O)C(CO)c1ccc(Nc2ncc(-c3ccc(OC(F)F)cc3)cn2)cc1. Reaction SMILES: [CH2:34]1[O:35][CH2:36][CH2:37][CH2:38]1.[CH3:39][OH:40].[F:1][CH:2]([O:3][c:4]1[cH:5][cH:6][c:7](-[c:10]2[cH:11][n:12][c:13]([NH:16][c:17]3[cH:18][cH:19][c:20]([CH:23]([C:24](=[O:25])[O:26][CH2:27][CH3:28])[CH2:29][OH:30])[cH:21][cH:22]3)[n:14][cH:15]2)[cH:8][cH:9]1)[F:31].[Li+:33].[OH-:32].[OH2:41].[OH2:42]>>[F:1][CH:2]([O:3][c:4]1[cH:5][cH:6][c:7](-[c:10]2[cH:11][n:12][c:13]([NH:16][c:17]3[cH:18][cH:19][c:20]([CH:23]([C:24](=[O:25])[OH:26])[CH2:29][OH:30])[cH:21][cH:22]3)[n:14][cH:15]2)[cH:8][cH:9]1)[F:31]. Reactants: COC(=O)c1ccc(-c2ccc(CCCN(CC(O)c3ccccc3)C(=O)OC(C)(C)C)cc2)cc1OC1CCCCC1, CO, [Na+], [OH-]. Product: CC(C)(C)OC(=O)N(CCCc1ccc(-c2ccc(C(=O)O)c(OC3CCCCC3)c2)cc1)CC(O)c1ccccc1. RXN SMILES: [C:1]([CH3:2])([CH3:3])([CH3:4])[O:5][C:6](=[O:7])[N:8]([CH2:9][CH2:10][CH2:11][c:12]1[cH:13][cH:14][c:15](-[c:18]2[cH:19][c:20]([O:28][CH:29]3[CH2:30][CH2:31][CH2:32][CH2:33][CH2:34]3)[c:21]([C:24](=[O:25])[O:26][CH3:27])[cH:22][cH:23]2)[cH:16][cH:17]1)[CH2:35][CH:36]([c:37]1[cH:38][cH:39][cH:40][cH:41][cH:42]1)[OH:43].[CH3:46][OH:47].[Na+:45].[OH-:44]>>[C:1]([CH3:2])([CH3:3])([CH3:4])[O:5][C:6](=[O:7])[N:8]([CH2:9][CH2:10][CH2:11][c:12]1[cH:13][cH:14][c:15](-[c:18]2[cH:19][c:20]([O:28][CH:29]3[CH2:30][CH2:31][CH2:32][CH2:33][CH2:34]3)[c:21]([C:24](=[O:25])[OH:26])[cH:22][cH:23]2)[cH:16][cH:17]1)[CH2:35][CH:36]([c:37]1[cH:38][cH:39][cH:40][cH:41][cH:42]1)[OH:43].